Dataset: the Open Reaction Database (ORD), a public repository of structured organic reaction records. Task: describe an organic reaction: reactants, conditions, products, and yield Reactants: ClC=1C(=NC(=CC1)N1N=CC=2C=NC(=CC21)C=2C=NC=C(C2)CC)N2C[C@H](CCC2)NC(OC(C)(C)C)=O (tert-butyl N-[(3S)-1-[3-chloro-6-[6-(5-ethyl-3-pyridyl)pyrazolo[4,3-c]pyridin-1-yl]-2-pyridyl]-3-piperidyl]carbamate), Cl (hydrochloric acid). The solvent is CO (Methanol), O1CCOCC1 (1,4-Dioxane). Reaction conditions: time 8 hour. Product: ClC=1C(=NC(=CC1)N1N=CC=2C=NC(=CC21)C=2C=NC=C(C2)CC)N2C[C@H](CCC2)N ((S)-1-(3-chloro-6-(6-(5-ethylpyridin-3-yl)-1H-pyrazolo[4,3-c]pyridin-1-yl)pyridin-2-yl)piperidin-3-amine). The yield is 36.2%. Reaction SMILES: [Cl:1][C:2]1[C:3]([N:25]2[CH2:30][CH2:29][CH2:28][C@H:27]([NH:31]C(=O)OC(C)(C)C)[CH2:26]2)=[N:4][C:5]([N:8]2[C:16]3[CH:15]=[C:14]([C:17]4[CH:18]=[N:19][CH:20]=[C:21]([CH2:23][CH3:24])[CH:22]=4)[N:13]=[CH:12][C:11]=3[CH:10]=[N:9]2)=[CH:6][CH:7]=1.Cl>CO.O1CCOCC1>[Cl:1][C:2]1[C:3]([N:25]2[CH2:30][CH2:29][CH2:28][C@H:27]([NH2:31])[CH2:26]2)=[N:4][C:5]([N:8]2[C:16]3[CH:15]=[C:14]([C:17]4[CH:18]=[N:19][CH:20]=[C:21]([CH2:23][CH3:24])[CH:22]=4)[N:13]=[CH:12][C:11]=3[CH:10]=[N:9]2)=[CH:6][CH:7]=1. Procedure details: To a solution of tert-butyl N-[(3S)-1-[3-chloro-6-[6-(5-ethyl-3-pyridyl)pyrazolo[4,3-c]pyridin-1-yl]-2-pyridyl]-3-piperidyl]carbamate (0.0446 mmol; 23.8 mg) in Methanol (10 mL) was added hydrochloric acid, 4.0 M in 1,4-Dioxane (5 mL). The resulting mixture was stirred at room temperature overnight. The mixture was concentrated and the residue was purified by reverse phase HPLC to afford 117 (7.0 mg, 33%). 1H NMR (400 MHz, DMSO) δ 9.36-9.31 (s, 1H), 9.18-9.11 (m, 2H), 8.74-8.65 (s, 1H), 8.58-8.52...